This data is from the Open Reaction Database (ORD), a public repository of structured organic reaction records. The task is: describe an organic reaction: reactants, conditions, products, and yield Reactants: COc1ccc(B(O)O)cc1, COCCOC, CCCOc1ccc(F)c2c(=O)c(I)c(C)[nH]c12, [Na+], [Na+], O=C([O-])[O-]. Product: CCCOc1ccc(F)c2c(=O)c(-c3ccc(OC)cc3)c(C)[nH]c12. Reaction SMILES: [CH3:19][O:20][c:21]1[cH:22][cH:23][c:24]([B:27]([OH:28])[OH:29])[cH:25][cH:26]1.[CH3:36][O:37][CH2:38][CH2:39][O:40][CH3:41].[F:1][c:2]1[c:3]2[c:4](=[O:18])[c:5]([I:17])[c:6]([CH3:16])[nH:7][c:8]2[c:9]([O:12][CH2:13][CH2:14][CH3:15])[cH:10][cH:11]1.[Na+:30].[Na+:31].[O-:32][C:33](=[O:34])[O-:35]>>[F:1][c:2]1[c:3]2[c:4](=[O:18])[c:5](-[c:24]3[cH:23][cH:22][c:21]([O:20][CH3:19])[cH:26][cH:25]3)[c:6]([CH3:16])[nH:7][c:8]2[c:9]([O:12][CH2:13][CH2:14][CH3:15])[cH:10][cH:11]1. The solvent is O1CCCC1 (tetrahydrofuran), O1CCCC1 (tetrahydrofuran). Procedure: 5,6-dihydro-4H-pyrido[3,2,1-jk]carbazole-4-one (800 mg) prepared by the procedure described in J.O.C., 24, 324 (1959) was dissolved in anhydrous tetrahydrofuran (30 ml). n-butyl lithium (solution in hexane, 3 ml) was added dropwise to the solution cooled in an acetone-dry ice bath, and the mixture was stirred for 30 minutes. Propionaldehyde (0.29 ml) dissolved in anhydrous tetrahydrofuran (15 ml) was gradually added dropwise to the solution cooled in an acetone-dry ice bath, and the mixture was ... RXN SMILES: [CH:1]1[CH:13]=[CH:12][C:11]2[C:14](=[O:17])[CH2:15][CH2:16][N:9]3[C:10]=2[C:2]=1[C:3]1[CH:4]=[CH:5][CH:6]=[CH:7][C:8]=13.C([Li])CCC.[CH:23](=[O:26])[CH2:24][CH3:25].[Cl-].[NH4+]>O1CCCC1>[OH:26][CH:23]([C:15]1[C:14](=[O:17])[C:11]2[CH:12]=[CH:13][CH:1]=[C:2]3[C:10]=2[N:9]([CH:16]=1)[C:8]1[CH:7]=[CH:6][CH:5]=[CH:4][C:3]3=1)[CH2:24][CH3:25] |f:3.4|. Reactants: C1=C2C=3C=CC=CC3N3C2=C(C=C1)C(CC3)=O (5,6-dihydro-4H-pyrido[3,2,1-jk]carbazole-4-one), C(CC)=O (Propionaldehyde), [Cl-].[NH4+] (ammonium chloride), C(CCC)[Li] (n-butyl lithium). The product is OC(CC)C=1C(C=2C=CC=C3C=4C=CC=CC4N(C23)C1)=O (5-(1-hydroxypropyl)-4H-pyrido[3,2,1-jk]carbazole-4-one). Run at time 30 minute. The reactants are CCN, CCOC(=O)c1c(CC)ncnc1NCCc1ccc(CCOS(C)(=O)=O)cc1, O. Product: CCNCCc1ccc(CCNc2ncnc(CC)c2C(=O)OCC)cc1. Reaction SMILES: [CH3:1][CH2:2][NH2:3].[CH3:4][S:5]([O:6][CH2:9][CH2:10][c:11]1[cH:12][cH:13][c:14]([CH2:17][CH2:18][NH:19][c:20]2[n:21][cH:22][n:23][c:24]([CH2:31][CH3:32])[c:25]2[C:26](=[O:27])[O:28][CH2:29][CH3:30])[cH:15][cH:16]1)(=[O:7])=[O:8].[OH2:33]>>[CH3:1][CH2:2][NH:3][CH2:9][CH2:10][c:11]1[cH:12][cH:13][c:14]([CH2:17][CH2:18][NH:19][c:20]2[n:21][cH:22][n:23][c:24]([CH2:31][CH3:32])[c:25]2[C:26](=[O:27])[O:28][CH2:29][CH3:30])[cH:15][cH:16]1.